This data is from the Open Reaction Database (ORD), a public repository of structured organic reaction records. The task is: describe an organic reaction: reactants, conditions, products, and yield The reactants are N1=C(C=CC=C1)C1=CC=NC=C1 (4-(2-pyridyl)pyridine), C(C1=CC=CC=C1)Br (benzylbromide), [BH4-].[Na+] (NaBH4). Solvent: CN(C)C=O (DMF), CC#N (CH3CN). Conditions: time 1 hour. Yields the product C(C1=CC=CC=C1)N1CCC(=CC1)C1=NC=CC=C1 (1-Benzyl-4-(2-pyridyl)-1,2,3,6-tetrahydropyridine). Isolated yield 99.9%. RXN SMILES: [N:1]1[CH:6]=[CH:5][CH:4]=[CH:3][C:2]=1[C:7]1[CH:12]=[CH:11][N:10]=[CH:9][CH:8]=1.[CH2:13](Br)[C:14]1[CH:19]=[CH:18][CH:17]=[CH:16][CH:15]=1.[BH4-].[Na+]>CN(C=O)C.CC#N>[CH2:13]([N:10]1[CH2:11][CH:12]=[C:7]([C:2]2[CH:3]=[CH:4][CH:5]=[CH:6][N:1]=2)[CH2:8][CH2:9]1)[C:14]1[CH:19]=[CH:18][CH:17]=[CH:16][CH:15]=1 |f:2.3|. Procedure: A Solution of 2 g (12.8 mmol) of 4-(2-pyridyl)pyridine (Aldrich) and 2.18 g (12.8 mmol) of benzylbromide in 15 mL of DMF and 15 mL of CH3CN was stirred at 95° C. for 4 h. The reaction mixture was then concentrated and redissolved in 20 mL of methanol. To the reaction mixture at 0° C. was added 0.95 g, (25.6 mmol) of NaBH4 and the reaction mixture was stirred for 1 h. The reaction was quenched with 6N HCl, and was partitioned between CH2Cl2 and 1N NaOH. The aqueous layer was extracted 3 times wit...